Dataset: the Open Reaction Database (ORD), a public repository of structured organic reaction records. Task: describe an organic reaction: reactants, conditions, products, and yield The reactants are FC\1(CCN(C2=C(/C1=C/C(=O)NC1CCNCC1)C=CC=C2)C(=O)C2=C(N=C(S2)C2=CC=CC=C2)C)F ((Z)-[4,4-difluoro-1-(4-methyl-2-phenylthiazole-5-carbonyl)-2,3,4,5-tetrahydro-1H-1-benzoazepin-5-ylidene]-N-(4-piperidyl)acetamide), aqueous solution, C=O (formaldehyde), C(C)(=O)O[BH-](OC(C)=O)OC(C)=O.[Na+] (sodium triacetoxy borohydride), C([O-])(O)=O.[Na+] (sodium bicarbonate). Run in ClCCl (dichloromethane), C(C)(=O)O (acetic acid). Reaction conditions: time 6 hour. Yields the product FC\1(CCN(C2=C(/C1=C/C(=O)NC1CCN(CC1)C)C=CC=C2)C(=O)C2=C(N=C(S2)C2=CC=CC=C2)C)F ((Z)-[4,4-difluoro-1-(4-methyl-2-phenylthiazole-5-carbonyl)-2,3,4,5-tetrahydro-1H-1-benzoazepin-5-ylidene]-N-(1methyl-4-piperidyl)acetamide). Isolated yield 86.0%. Reaction SMILES: [F:1][C:2]1([F:37])[CH2:3][CH2:4][N:5]([C:23]([C:25]2[S:29][C:28]([C:30]3[CH:35]=[CH:34][CH:33]=[CH:32][CH:31]=3)=[N:27][C:26]=2[CH3:36])=[O:24])[C:6]2[CH:22]=[CH:21][CH:20]=[CH:19][C:7]=2/[C:8]/1=[CH:9]/[C:10]([NH:12][CH:13]1[CH2:18][CH2:17][NH:16][CH2:15][CH2:14]1)=[O:11].C=O.[C:40](O[BH-](OC(=O)C)OC(=O)C)(=O)C.[Na+].C(=O)(O)[O-].[Na+]>ClCCl.C(O)(=O)C>[F:37][C:2]1([F:1])[CH2:3][CH2:4][N:5]([C:23]([C:25]2[S:29][C:28]([C:30]3[CH:35]=[CH:34][CH:33]=[CH:32][CH:31]=3)=[N:27][C:26]=2[CH3:36])=[O:24])[C:6]2[CH:22]=[CH:21][CH:20]=[CH:19][C:7]=2/[C:8]/1=[CH:9]/[C:10]([NH:12][CH:13]1[CH2:14][CH2:15][N:16]([CH3:40])[CH2:17][CH2:18]1)=[O:11] |f:2.3,4.5|. Procedure details: To a solution of 60 mg of (Z)-[4,4-difluoro-1-(4-methyl-2-phenylthiazole-5-carbonyl)-2,3,4,5-tetrahydro-1H-1-benzoazepin-5-ylidene]-N-(4-piperidyl)acetamide in 5 ml of dichloromethane were added 70 μl of a 40% aqueous solution of formaldehyde, 74 μl of acetic acid and 30 mg of sodium triacetoxy borohydride, followed by stirring at room temperature for six hours. To the reaction solution was added a saturated aqueous solution of sodium bicarbonate, followed by extracting with ethyl acetate. The o... Reactants: [BH4-], CO, CC1(C(=O)C(Cc2ccc(Cl)cc2)n2cncn2)COCOC1, [Na+]. Yields the product CC1(C(O)C(Cc2ccc(Cl)cc2)n2cncn2)COCOC1. RXN SMILES: [BH4-:1].[CH3:26][OH:27].[CH3:3][C:4]1([C:10]([CH:11]([CH2:12][c:13]2[cH:14][cH:15][c:16]([Cl:19])[cH:17][cH:18]2)[n:20]2[n:21][cH:22][n:23][cH:24]2)=[O:25])[CH2:5][O:6][CH2:7][O:8][CH2:9]1.[Na+:2]>>[CH3:3][C:4]1([CH:10]([CH:11]([CH2:12][c:13]2[cH:14][cH:15][c:16]([Cl:19])[cH:17][cH:18]2)[n:20]2[n:21][cH:22][n:23][cH:24]2)[OH:25])[CH2:5][O:6][CH2:7][O:8][CH2:9]1.